Dataset: the Open Reaction Database (ORD), a public repository of structured organic reaction records. Task: describe an organic reaction: reactants, conditions, products, and yield Reactants: C12N(CC(CC1)CC2)C2=NC1=CC=C(C=C1C=C2)[N+](=O)[O-] (2-(2-azabicyclo[2.2.2]oct-2-yl)-6-nitroquinoline). The reagents and catalysts are [OH-].[OH-].[Pd+2] (palladium hydroxide on carbon). The solvent is CO (methanol), C(C)(=O)OCC (ethyl acetate). Reaction conditions: time 6 hour. The product is C12N(CC(CC1)CC2)C2=NC1=CC=C(C=C1C=C2)N (2-(2-azabicyclo[2.2.2]oct-2-yl)quinolin-6-amine). As a reaction SMILES: [CH:1]12[CH2:8][CH2:7][CH:4]([CH2:5][CH2:6]1)[CH2:3][N:2]2[C:9]1[CH:18]=[CH:17][C:16]2[C:11](=[CH:12][CH:13]=[C:14]([N+:19]([O-])=O)[CH:15]=2)[N:10]=1>CO.C(OCC)(=O)C.[OH-].[OH-].[Pd+2]>[CH:1]12[CH2:6][CH2:5][CH:4]([CH2:7][CH2:8]1)[CH2:3][N:2]2[C:9]1[CH:18]=[CH:17][C:16]2[C:11](=[CH:12][CH:13]=[C:14]([NH2:19])[CH:15]=2)[N:10]=1 |f:3.4.5|. Procedure: The product of Step A and palladium hydroxide on carbon (1.3 g, 20% by wt) was suspended in methanol (100 mL) and ethyl acetate (100 mL). The resulting mixture was degassed then stirred under hydrogen atmosphere (balloon) for 6 h. The reaction mixture was filtered through filter aid and the solvent removed under vacuum. The resulting oil was dissolved in ethyl acetate and the solvent removed under vacuum. The resulting oil was suspended in ether and triturated until crystallization occurred. The... The reactants are C(CC(=O)C)(=O)OC(C)CC (sec-butyl acetoacetate), [N+](=O)([O-])C=1C=C(C=O)C=CC1 (3-nitrobenzaldehyde), N1CCCCC1 (piperidine), O (water). The solvent is C1=CC=CC=C1 (benzene), C(C)(=O)O (acetic acid). Yields the product [N+](=O)([O-])C=1C=C(C=CC1)C=C(C(=O)OC(CC)C)C(C)=O (2-(3-Nitrophenylmethylidene)-3-oxobutanoic acid, 1-methylpropyl ester). As a reaction SMILES: [C:1]([O:7][CH:8]([CH2:10][CH3:11])[CH3:9])(=[O:6])[CH2:2][C:3]([CH3:5])=[O:4].[N+:12]([C:15]1[CH:16]=[C:17]([CH:20]=[CH:21][CH:22]=1)[CH:18]=O)([O-:14])=[O:13].N1CCCCC1.O>C1C=CC=CC=1.C(O)(=O)C>[N+:12]([C:15]1[CH:16]=[C:17]([CH:18]=[C:2]([C:3](=[O:4])[CH3:5])[C:1]([O:7][CH:8]([CH3:9])[CH2:10][CH3:11])=[O:6])[CH:20]=[CH:21][CH:22]=1)([O-:14])=[O:13]. Procedure details: A solution of sec-butyl acetoacetate (5.0 g, 0.031 moles), 3-nitrobenzaldehyde (4.7 g, 0.031 moles), 0.5 ml of piperidine and 0.5 ml of acetic acid in 50 ml of benzene was heated at reflux for one hour collecting 1 eq. of water. The cooled solution, in ethyl acetate, was washed with sodium hydrogen carbonate, potassium hydrogen sulfate and brine, dried and evaporated to give 9.2 g of the title A compound as a dark oil. The reactants are CC(C)(C)c1ccccc1O, [K+], [K+], [K+], CN(C)C=O, O, CC(C)(C)OC(=O)N1CCC(CCO)CC1, O=P([O-])([O-])[O-], c1ccncc1. The product is CC(C)(C)OC(=O)N1CCC(CCOc2ccccc2C(C)(C)C)CC1. As a reaction SMILES: [C:17]([CH3:18])([CH3:19])([CH3:20])[c:21]1[c:22]([OH:27])[cH:23][cH:24][cH:25][cH:26]1.[K+:33].[K+:34].[K+:35].[O:43]=[CH:44][N:45]([CH3:46])[CH3:47].[OH2:36].[OH:1][CH2:2][CH2:3][CH:4]1[CH2:5][CH2:6][N:7]([C:10](=[O:11])[O:12][C:13]([CH3:14])([CH3:15])[CH3:16])[CH2:8][CH2:9]1.[P:28]([O-:29])([O-:30])([O-:31])=[O:32].[cH:37]1[cH:38][cH:39][n:40][cH:41][cH:42]1>>[O:1]([CH2:2][CH2:3][CH:4]1[CH2:5][CH2:6][N:7]([C:10](=[O:11])[O:12][C:13]([CH3:14])([CH3:15])[CH3:16])[CH2:8][CH2:9]1)[c:22]1[c:21]([C:17]([CH3:18])([CH3:19])[CH3:20])[cH:26][cH:25][cH:24][cH:23]1. The reactants are [OH-].[K+] (potassium hydroxide), C(CCCCCCC)Br (octyl bromide), C(C)OC=1C=NC(=NC1)C1=CC=C(C=C1)O (5-ethoxy-2-(4-hydroxyphenyl)pyrimidine). The solvent is C(C)O (ethanol). The product is C(C)OC=1C=NC(=NC1)C1=CC=C(C=C1)OCCCCCCCC (5-ethoxy-2-(4-octyloxyphenyl)pyrimidine). Yield: 77.2%. RXN SMILES: [CH2:1]([O:3][C:4]1[CH:5]=[N:6][C:7]([C:10]2[CH:15]=[CH:14][C:13]([OH:16])=[CH:12][CH:11]=2)=[N:8][CH:9]=1)[CH3:2].[OH-].[K+].[CH2:19](Br)[CH2:20][CH2:21][CH2:22][CH2:23][CH2:24][CH2:25][CH3:26]>C(O)C>[CH2:1]([O:3][C:4]1[CH:9]=[N:8][C:7]([C:10]2[CH:15]=[CH:14][C:13]([O:16][CH2:19][CH2:20][CH2:21][CH2:22][CH2:23][CH2:24][CH2:25][CH3:26])=[CH:12][CH:11]=2)=[N:6][CH:5]=1)[CH3:2] |f:1.2|. Procedure: To a solution of 5-ethoxy-2-(4-hydroxyphenyl)pyrimidine (40 g) dissolved in ethanol (340 ml) were added potassium hydroxide (11.2 g) and octyl bromide (35.8 g), followed by keeping the mixture under reflux for 3 hours, distilling off ethanol (about 300 ml), extracting the residue with toluene (500 ml), washing the resulting organic layer with 2N--NaOH aqueous solution, further washing with water until the washing water became neutral, distilling off low boiling substances in the organic layer an... The reactants are [Cl-].[NH4+] (ammonium chloride), BrC=1C=C2CCCCC2=CC1 (6-bromo-1,2,3,4-tetrahydronaphthalene), B(OC(C)C)(OC(C)C)OC(C)C (triisopropyl borate), C(CCC)[Li] (n-butyllithium). Run in C1CCOC1 (THF). Reaction conditions: time 1 hour. The product is C1=C(C=CC=2CCCCC12)B(O)O (5,6,7,8-tetrahydronaphthalen-2-yl boronic acid). Yield: 92.9%. RXN SMILES: Br[C:2]1[CH:3]=[C:4]2[C:9](=[CH:10][CH:11]=1)[CH2:8][CH2:7][CH2:6][CH2:5]2.C([Li])CCC.[B:17](OC(C)C)([O:22]C(C)C)[O:18]C(C)C.[Cl-].[NH4+]>C1COCC1>[CH:3]1[C:4]2[CH2:5][CH2:6][CH2:7][CH2:8][C:9]=2[CH:10]=[CH:11][C:2]=1[B:17]([OH:22])[OH:18] |f:3.4|. Procedure: To 6.60 g of 6-bromo-1,2,3,4-tetrahydronaphthalene in THF (60 ml) cooled on a dry ice-acetone bath, 25 ml of n-butyllithium (1.60 M/hexane solution) was added dropwise over 30 minutes in an argon stream, and after the dropwise addition, the reaction mixture was stirred for 1 hour under the same conditions. Then, 6.47 g of triisopropyl borate was added dropwise over 20 minutes, and after the dropwise addition, the reaction mixture was allowed to react for 3.5 hours. The reaction mixture was poure... Reactants: C(C)(C)(C)OC(=O)N1CC=2C=C3C(=CC2C[C@H]1C(=O)O)OC[C@@H](O3)C3=CC=C(C=C3)OCC3CCCCC3 ((3S,8S)-3-(4-Cyclohexylmethoxy-phenyl)-2,3,8,9-tetrahydro-6H-[1,4]dioxino[2,3-g]isoquinoline-7,8-dicarboxylic acid 7-tert-butyl ester), Cl.Cl.COC([C@H](CC1=CC=C(C=C1)OC1=C(C(=NC=C1)C)C)N)=O ((S)-2-amino-3-[4-(2,3-dimethyl-pyridin-4-yloxy)-phenyl]-propionic acid methyl ester bis hydrochloride). Yields the product C(C)(C)(C)OC(=O)N1CC=2C=C3C(=CC2C[C@H]1C(N[C@@H](CC1=CC=C(C=C1)OC1=C(C(=NC=C1)C)C)C(=O)OC)=O)OC[C@@H](O3)C3=CC=C(C=C3)OCC3CCCCC3 ((3S,8S)-3-(4-Cyclohexylmethoxy-phenyl)-8-{(S)-2-[4-(2,3-dimethyl-pyridin-4-yloxy)-phenyl]-1-methoxycarbonyl-ethylcarbamoyl}-2,3,8,9-tetrahydro-6H-[1,4]dioxino[2,3-g]isoquinoline-7-carboxylic acid tert-butyl ester). RXN SMILES: [C:1]([O:5][C:6]([N:8]1[C@H:17]([C:18](O)=[O:19])[CH2:16][C:15]2[CH:14]=[C:13]3[O:21][CH2:22][C@H:23]([C:25]4[CH:30]=[CH:29][C:28]([O:31][CH2:32][CH:33]5[CH2:38][CH2:37][CH2:36][CH2:35][CH2:34]5)=[CH:27][CH:26]=4)[O:24][C:12]3=[CH:11][C:10]=2[CH2:9]1)=[O:7])([CH3:4])([CH3:3])[CH3:2].Cl.Cl.[CH3:41][O:42][C:43](=[O:62])[C@@H:44]([NH2:61])[CH2:45][C:46]1[CH:51]=[CH:50][C:49]([O:52][C:53]2[CH:58]=[CH:57][N:56]=[C:55]([CH3:59])[C:54]=2[CH3:60])=[CH:48][CH:47]=1>>[C:1]([O:5][C:6]([N:8]1[C@H:17]([C:18](=[O:19])[NH:61][C@H:44]([C:43]([O:42][CH3:41])=[O:62])[CH2:45][C:46]2[CH:47]=[CH:48][C:49]([O:52][C:53]3[CH:58]=[CH:57][N:56]=[C:55]([CH3:59])[C:54]=3[CH3:60])=[CH:50][CH:51]=2)[CH2:16][C:15]2[CH:14]=[C:13]3[O:21][CH2:22][C@H:23]([C:25]4[CH:30]=[CH:29][C:28]([O:31][CH2:32][CH:33]5[CH2:38][CH2:37][CH2:36][CH2:35][CH2:34]5)=[CH:27][CH:26]=4)[O:24][C:12]3=[CH:11][C:10]=2[CH2:9]1)=[O:7])([CH3:4])([CH3:2])[CH3:3] |f:1.2.3|. Reported procedure: (3S,8S)-3-(4-Cyclohexylmethoxy-phenyl)-2,3,8,9-tetrahydro-6H-[1,4]dioxino[2,3-g]isoquinoline-7,8-dicarboxylic acid 7-tert-butyl ester was coupled with (S)-2-amino-3-[4-(2,3-dimethyl-pyridin-4-yloxy)-phenyl]-propionic acid methyl ester bis hydrochloride according to General Procedure L furnished (3S,8S)-3-(4-Cyclohexylmethoxy-phenyl)-8-{(S)-2-[4-(2,3-dimethyl-pyridin-4-yloxy)-phenyl]-1-methoxycarbonyl-ethylcarbamoyl}-2,3,8,9-tetrahydro-6H-[1,4]dioxino[2,3-g]isoquinoline-7-carboxylic acid tert-but... The reactants are [H-].[Na+] (sodium hydride), Cl (hydrochloric acid), OCC(CS(=O)(=O)N)(CC)CC (3-hydroxy-2,2-diethyl-1-propanesulfonamide), ClC=1C=CC=2N(N1)N=CN2 (6-chloro[1,2,4]triazolo[1,5-b]pyridazine). Run in CN(C=O)C (dimethylformamide), O (water). Reaction conditions: time 30 minute. The product is C(C)C(COC=1C=CC=2N(N1)N=CN2)(CS(N)(=O)=O)CC (6-(2,2-diethyl-3-sulfamoyl-1propoxy)[1,2,4]triazolo[1,5-b]pyridazine). Isolated yield 62.7%. RXN SMILES: [H-].[Na+].[OH:3][CH2:4][C:5]([CH2:13][CH3:14])([CH2:11][CH3:12])[CH2:6][S:7]([NH2:10])(=[O:9])=[O:8].Cl[C:16]1[CH:17]=[CH:18][C:19]2[N:20]([N:22]=[CH:23][N:24]=2)[N:21]=1.Cl>CN(C)C=O.O>[CH2:11]([C:5]([CH2:13][CH3:14])([CH2:6][S:7](=[O:8])(=[O:9])[NH2:10])[CH2:4][O:3][C:16]1[CH:17]=[CH:18][C:19]2[N:20]([N:22]=[CH:23][N:24]=2)[N:21]=1)[CH3:12] |f:0.1|. Reported procedure: In 20 ml of dimethylformamide was suspended 0.64 g of 60% sodium hydride in oil, followed by addition of 1.56 g of 3-hydroxy-2,2-diethyl-1-propanesulfonamide and the mixture was stirred under reduced pressure at room temperatue for 30 minutes. Then, 1.24 g of 6-chloro[1,2,4]triazolo[1,5-b]pyridazine was added and the mixture was further stirred at room temperature for 1.5 hours. Following addition of 100 ml of iced water, the reaction mixture was adjusted to pH 6 with 1N-hydrochloric acid and th... The reactants are C(C1=CC=CC=C1)NC1=CC=C(C=C1)C1=NOC(=C1)COC(N)=O (carbamic acid 3-(4-benzylamino-phenyl)-isoxazol-5-ylmethyl ester), C=O (formaldehyde). The product is C(C1=CC=CC=C1)N(C1=CC=C(C=C1)C1=NOC(=C1)COC(N)=O)C (carbamic acid 3-[4-(benzyl-methyl-amino)-phenyl]-isoxazol-5-ylmethyl ester). As a reaction SMILES: [CH2:1]([NH:8][C:9]1[CH:14]=[CH:13][C:12]([C:15]2[CH:19]=[C:18]([CH2:20][O:21][C:22](=[O:24])[NH2:23])[O:17][N:16]=2)=[CH:11][CH:10]=1)[C:2]1[CH:7]=[CH:6][CH:5]=[CH:4][CH:3]=1.[CH2:25]=O>>[CH2:1]([N:8]([CH3:25])[C:9]1[CH:10]=[CH:11][C:12]([C:15]2[CH:19]=[C:18]([CH2:20][O:21][C:22](=[O:24])[NH2:23])[O:17][N:16]=2)=[CH:13][CH:14]=1)[C:2]1[CH:7]=[CH:6][CH:5]=[CH:4][CH:3]=1. Procedure details: An experiment was performed using carbamic acid 3-(4-benzylamino-phenyl)-isoxazol-5-ylmethyl ester (150 mg, 0.46 mmol) in Example 74 as a starting material and formaldehyde (20 μl, 0.70 mmol) in the same manner as in Example 74.4 to obtain carbamic acid 3-[4-(benzyl-methyl-amino)-phenyl]-isoxazol-5-ylmethyl ester. The reactants are N1CCOCC1 (morpholine), N1CCCCC1 (piperidine), Cl (hydrogen chloride), substituted benzenes, C1(=CC=CC=C1)OC (anisole), C1(=CC=CC=C1)OC1=CC=CC=C1 (diphenyl ether), ClC1=C(C(=O)Cl)C=C(C=C1)Cl (2,5-dichlorobenzoylchloride). Reagents/catalysts: [Cl-].[Al+3].[Cl-].[Cl-] (aluminum chloride). Run in C1(=CC=CC=C1)C (toluene), C1(=CC=CC=C1)C (toluene), N1=CC=CC=C1 (pyridine), C1(=CC=CC=C1)C (toluene), C1=CC=CC=C1 (benzene). Yields the product 2,5-dichlorobenzophenones, ClC1=C(C(=O)N2CCOCC2)C=C(C=C1)Cl (2,5-dichlorobenzoylmorpholine), ClC1=C(C(=O)N2CCCCC2)C=C(C=C1)Cl (2,5-dichloro-benzoylpiperidine). As a reaction SMILES: C1(OC)C=CC=CC=1.C1(OC2C=CC=CC=2)C=CC=CC=1.[Cl:22][C:23]1[CH:31]=[CH:30][C:29]([Cl:32])=[CH:28][C:24]=1[C:25](Cl)=[O:26].[NH:33]1[CH2:38][CH2:37][O:36][CH2:35][CH2:34]1.[NH:39]1[CH2:44][CH2:43][CH2:42][CH2:41][CH2:40]1.Cl>[Cl-].[Al+3].[Cl-].[Cl-].C1(C)C=CC=CC=1.N1C=CC=CC=1.C1C=CC=CC=1>[Cl:22][C:23]1[CH:31]=[CH:30][C:29]([Cl:32])=[CH:28][C:24]=1[C:25]([N:33]1[CH2:38][CH2:37][O:36][CH2:35][CH2:34]1)=[O:26].[Cl:22][C:23]1[CH:31]=[CH:30][C:29]([Cl:32])=[CH:28][C:24]=1[C:25]([N:39]1[CH2:44][CH2:43][CH2:42][CH2:41][CH2:40]1)=[O:26] |f:6.7.8.9|. Procedure details: A wide variety of 2,5-dichlorobenzoyl-containing compounds (e.g. 2,5-dichlorobenzophenones and 2,5-dichlorobenzamides) can be readily prepared from 2,5-dichlorobenzoylchloride. Pure 2,5-dichlorobenzoylchloride is obtained by vacuum distillation of the mixture obtained from the reaction of commercially available 2,5-dichlorobenzoic acid with a slight excess of thionyl chloride in refluxing toluene. 2,5-dichlorobenzophenones (e.g. 2,5-dichlorobenzophenone, 2,5-dichloro-4'-methylbenzophenone, 2,5-d...